This data is from the Open Reaction Database (ORD), a public repository of structured organic reaction records. The task is: describe an organic reaction: reactants, conditions, products, and yield Reaction SMILES: O=[C:2]([C:20]1[CH:25]=[CH:24][CH:23]=[CH:22][CH:21]=1)[CH2:3][N:4]1[C:10](=O)[C:9]2[CH:12]=[CH:13][CH:14]=[CH:15][C:8]=2[NH:7][C:6]2[N:16]=[CH:17][CH:18]=[CH:19][C:5]1=2.C([O-])(=O)C.[NH4+:30]>C(O)(=O)C>[C:20]1([C:2]2[N:30]=[C:10]3[C:9]4[CH:12]=[CH:13][CH:14]=[CH:15][C:8]=4[NH:7][C:6]4[N:16]=[CH:17][CH:18]=[CH:19][C:5]=4[N:4]3[CH:3]=2)[CH:25]=[CH:24][CH:23]=[CH:22][CH:21]=1 |f:1.2|. The reactants are O=C(CN1C2=C(NC3=C(C1=O)C=CC=C3)N=CC=C2)C2=CC=CC=C2 (5-(2-oxo-2-phenylethyl)-5H-benzo[e]pyrido[3,2-b][1,4]diazepin-6(11H)-one), C(C)(=O)[O-].[NH4+] (ammonium acetate). Yields the product C1(=CC=CC=C1)C=1N=C2N(C3=C(NC4=C2C=CC=C4)N=CC=C3)C1 (2-phenyl-9H-benzo[f]imidazo[1,2-d]pyrido[2,3-b][1,4]diazepine). The solvent is C(C)(=O)O (acetic acid). Procedure details: To a solution of 5-(2-oxo-2-phenylethyl)-5H-benzo[e]pyrido[3,2-b][1,4]diazepin-6(11H)-one (1.5 g, 1 eq.) in acetic acid (5 mL) was added ammonium acetate (4.6 g, 13 eq.). The reaction was stirred at 120° C. for 3 hours. The reaction was poured onto water (100 mL) and extracted with dichloromethane (2×100 mL). The organic extracts were combined, washed with sodium bicarbonate solution (3×100 mL), water (1×100 mL), brine (1×50 mL), dried over sodium sulfate, filtered and concentrated under reduced... Yield: 63.7%. Run at temperature 120 celsius, time 3 hour. Starting materials: C1(=CC=CC=C1)S(=O)(=O)CC1=CC=C(C(=C1C(=O)OCC)OC)Br (ethyl 6-(benzenesulphonylmethyl)-3-bromo-2-methoxybenzoate), C1(=CC=CC=C1)S(=O)(=O)CC1=CC=C(C(=C1C(=O)OCC)OC)Br (ethyl 6-(benzenesulphonylmethyl)-3-bromo-2-methoxybenzoate), CC1(OB(OC1(C)C)C1=CN=CO1)C (5-(4,4,5,5-tetramethyl-1,3,2-dioxaborolan-2-yl)oxazole), O.[F-].[K+] (potassium fluoride monohydrate), [Br-].[Na+] (sodium bromide). The reagents and catalysts are [Pd].C1(=CC=CC=C1)P(C1=CC=CC=C1)C1=CC=CC=C1.C1(=CC=CC=C1)P(C1=CC=CC=C1)C1=CC=CC=C1.C1(=CC=CC=C1)P(C1=CC=CC=C1)C1=CC=CC=C1.C1(=CC=CC=C1)P(C1=CC=CC=C1)C1=CC=CC=C1 (tetrakis-(triphenylphosphine) palladium). Solvent: C(C)(=O)OCC (ethyl acetate), C1(=CC=CC=C1)C (toluene). Conditions: temperature 125 celsius. The product is C1(=CC=CC=C1)S(=O)(=O)CC1=CC=C(C(=C1C(=O)OCC)OC)C1=CN=CO1 (ethyl 6-(benzenesulphonylmethyl)-2-methoxy-3-(oxazol-5-yl)benzoate). The yield is 77.2%. Reaction SMILES: [C:1]1([S:7]([CH2:10][C:11]2[C:16]([C:17]([O:19][CH2:20][CH3:21])=[O:18])=[C:15]([O:22][CH3:23])[C:14](Br)=[CH:13][CH:12]=2)(=[O:9])=[O:8])[CH:6]=[CH:5][CH:4]=[CH:3][CH:2]=1.CC1(C)C(C)(C)OB([C:33]2[O:37][CH:36]=[N:35][CH:34]=2)O1.O.[F-].[K+].[Br-].[Na+]>C1(C)C=CC=CC=1.C(OCC)(=O)C.[Pd].C1(P(C2C=CC=CC=2)C2C=CC=CC=2)C=CC=CC=1.C1(P(C2C=CC=CC=2)C2C=CC=CC=2)C=CC=CC=1.C1(P(C2C=CC=CC=2)C2C=CC=CC=2)C=CC=CC=1.C1(P(C2C=CC=CC=2)C2C=CC=CC=2)C=CC=CC=1>[C:1]1([S:7]([CH2:10][C:11]2[C:16]([C:17]([O:19][CH2:20][CH3:21])=[O:18])=[C:15]([O:22][CH3:23])[C:14]([C:33]3[O:37][CH:36]=[N:35][CH:34]=3)=[CH:13][CH:12]=2)(=[O:9])=[O:8])[CH:6]=[CH:5][CH:4]=[CH:3][CH:2]=1 |f:2.3.4,5.6,9.10.11.12.13|. Procedure details: A mixture of ethyl 6-(benzenesulphonylmethyl)-3-bromo-2-methoxybenzoate (Intermediate 61, 0.1 g), 5-(4,4,5,5-tetramethyl-1,3,2-dioxaborolan-2-yl)oxazole (0.071 g), tetrakis-(triphenylphosphine) palladium (0.028 g), potassium fluoride monohydrate (0.102 g) and sodium bromide (0.045 g) in toluene (2 ml) was heated in a sealed tube under nitrogen at 125° C. for 18 hours. The mixture was diluted with ethyl acetate, washed with water, dried (MgSO4) and filtered. The filtrate was evaporated to dryness... The reactants are CC(C)C(O)(c1ccc2cc(Br)ccc2c1)c1cn(C(c2ccccc2)(c2ccccc2)c2ccccc2)cn1, CCC(=O)N(C)C. Product: CCC(=O)c1ccc2cc(C(O)(c3cn(C(c4ccccc4)(c4ccccc4)c4ccccc4)cn3)C(C)C)ccc2c1. As a reaction SMILES: [Br:1][c:2]1[cH:3][c:4]2[cH:5][cH:6][c:7]([C:12]([CH:13]([CH3:14])[CH3:15])([OH:16])[c:17]3[n:18][cH:19][n:20]([C:22]([c:23]4[cH:24][cH:25][cH:26][cH:27][cH:28]4)([c:29]4[cH:30][cH:31][cH:32][cH:33][cH:34]4)[c:35]4[cH:36][cH:37][cH:38][cH:39][cH:40]4)[cH:21]3)[cH:8][c:9]2[cH:10][cH:11]1.[CH3:41][N:42]([C:43]([CH2:44][CH3:45])=[O:46])[CH3:47]>>[c:2]1([C:43]([CH2:44][CH3:45])=[O:46])[cH:3][c:4]2[cH:5][cH:6][c:7]([C:12]([CH:13]([CH3:14])[CH3:15])([OH:16])[c:17]3[n:18][cH:19][n:20]([C:22]([c:23]4[cH:24][cH:25][cH:26][cH:27][cH:28]4)([c:29]4[cH:30][cH:31][cH:32][cH:33][cH:34]4)[c:35]4[cH:36][cH:37][cH:38][cH:39][cH:40]4)[cH:21]3)[cH:8][c:9]2[cH:10][cH:11]1. Procedure details: After a mixture of ethyl 3-[1-[3-ethoxy-5-(5-methyl-2-phenyl-4-oxazolylmethoxy)benzyl]-4-phenyl-3-pyrrolyl]propionate (621 mg), 1N aqueous sodium hydroxide solution (2.5 ml), tetrahydrofuran (5 ml) and ethanol (5 ml) was stirred at room temperature for 2 hours, 1 N hydrochloric acid (2.5 ml) was added to the mixture, and then the mixture was extracted with ethyl acetate. The ethyl acetate layer was washed with saturated aqueous sodium chloride solution, dried (MgSO4) and concentrated. The result... Run in C(C)O (ethanol). The reactants are Cl (hydrochloric acid), C(C)OC=1C=C(CN2C=C(C(=C2)C2=CC=CC=C2)CCC(=O)OCC)C=C(C1)OCC=1N=C(OC1C)C1=CC=CC=C1 (ethyl 3-[1-[3-ethoxy-5-(5-methyl-2-phenyl-4-oxazolylmethoxy)benzyl]-4-phenyl-3-pyrrolyl]propionate), [OH-].[Na+] (sodium hydroxide), O1CCCC1 (tetrahydrofuran). Reaction SMILES: [CH2:1]([O:3][C:4]1[CH:5]=[C:6]([CH:26]=[C:27]([O:29][CH2:30][C:31]2[N:32]=[C:33]([C:37]3[CH:42]=[CH:41][CH:40]=[CH:39][CH:38]=3)[O:34][C:35]=2[CH3:36])[CH:28]=1)[CH2:7][N:8]1[CH:12]=[C:11]([C:13]2[CH:18]=[CH:17][CH:16]=[CH:15][CH:14]=2)[C:10]([CH2:19][CH2:20][C:21]([O:23]CC)=[O:22])=[CH:9]1)[CH3:2].[OH-].[Na+].O1CCCC1.Cl>C(O)C>[CH2:1]([O:3][C:4]1[CH:5]=[C:6]([CH:26]=[C:27]([O:29][CH2:30][C:31]2[N:32]=[C:33]([C:37]3[CH:38]=[CH:39][CH:40]=[CH:41][CH:42]=3)[O:34][C:35]=2[CH3:36])[CH:28]=1)[CH2:7][N:8]1[CH:12]=[C:11]([C:13]2[CH:18]=[CH:17][CH:16]=[CH:15][CH:14]=2)[C:10]([CH2:19][CH2:20][C:21]([OH:23])=[O:22])=[CH:9]1)[CH3:2] |f:1.2|. Conditions: time 2 hour. Isolated yield 74.4%. Product: C(C)OC=1C=C(CN2C=C(C(=C2)C2=CC=CC=C2)CCC(=O)O)C=C(C1)OCC=1N=C(OC1C)C1=CC=CC=C1 (3-[1-[3-ethoxy-5-(5-methyl-2-phenyl-4-oxazolylmethoxy)benzyl]-4-phenyl-3-pyrrolyl]propionic acid). Reactants: CC#N, O=c1c2c(ncn2CCCCl)c2cccnc2n1-c1ccccc1, [I-], [Na+]. Yields the product O=c1c2c(ncn2CCCI)c2cccnc2n1-c1ccccc1. As a reaction SMILES: [CH3:27][C:28]#[N:29].[Cl:1][CH2:2][CH2:3][CH2:4][n:5]1[cH:6][n:7][c:8]2[c:9]1[c:10](=[O:24])[n:11](-[c:18]1[cH:19][cH:20][cH:21][cH:22][cH:23]1)[c:12]1[n:13][cH:14][cH:15][cH:16][c:17]21.[I-:26].[Na+:25]>>[CH2:2]([CH2:3][CH2:4][n:5]1[cH:6][n:7][c:8]2[c:9]1[c:10](=[O:24])[n:11](-[c:18]1[cH:19][cH:20][cH:21][cH:22][cH:23]1)[c:12]1[n:13][cH:14][cH:15][cH:16][c:17]21)[I:26]. Reaction SMILES: S(O[CH2:6][C@@H:7]1[CH2:11][C@H:10]([S:12][C:13]([C:26]2[CH:31]=[CH:30][CH:29]=[CH:28][CH:27]=2)([C:20]2[CH:25]=[CH:24][CH:23]=[CH:22][CH:21]=2)[C:14]2[CH:19]=[CH:18][CH:17]=[CH:16][CH:15]=2)[CH2:9][N:8]1[C:32]([O:34][CH2:35][C:36]1[CH:41]=[CH:40][C:39]([N+:42]([O-:44])=[O:43])=[CH:38][CH:37]=1)=[O:33])(C)(=O)=O.[C:45]1([SH:51])[CH:50]=[CH:49][CH:48]=[CH:47][CH:46]=1.C1CCN2C(=NCCC2)CC1>C1COCC1>[N+:42]([C:39]1[CH:38]=[CH:37][C:36]([CH2:35][O:34][C:32]([N:8]2[CH2:9][C@@H:10]([S:12][C:13]([C:26]3[CH:27]=[CH:28][CH:29]=[CH:30][CH:31]=3)([C:14]3[CH:19]=[CH:18][CH:17]=[CH:16][CH:15]=3)[C:20]3[CH:25]=[CH:24][CH:23]=[CH:22][CH:21]=3)[CH2:11][C@H:7]2[CH2:6][S:51][C:45]2[CH:50]=[CH:49][CH:48]=[CH:47][CH:46]=2)=[O:33])=[CH:41][CH:40]=1)([O-:44])=[O:43]. Procedure details: To a solution of (2S,4S)-2-mesyloxymethyl-N-(p-nitrobenzyloxycarbonyl)-4-tritylthiopyrrolidine (9.6 g, 15.2 mmol) in THF (190 ml), thiophenol (2.34 ml, 22.8 mmol) and 1,8-diazabicyclo[5.4.0]-7-undecene (3.4 ml, 22.8 mmol) were successively added dropwise in a nitrogen stream under cooling with ice. The reaction solution was stirred at room temperature for 15 minutes and the solvent was distilled off. To the residue, ethyl acetate was added. The organic layer was washed with 1N aqueous potassium ... Isolated yield 0.1%. Run in C1CCOC1 (THF). The product is [N+](=O)([O-])C1=CC=C(COC(=O)N2[C@@H](C[C@@H](C2)SC(C2=CC=CC=C2)(C2=CC=CC=C2)C2=CC=CC=C2)CSC2=CC=CC=C2)C=C1 ((2S,4S)-N-(p-nitrobenzyloxycarbonyl)-2-phenylthiomethyl-4-tritylthiopyrrolidine). Reactants: S(=O)(=O)(C)OC[C@H]1N(C[C@H](C1)SC(C1=CC=CC=C1)(C1=CC=CC=C1)C1=CC=CC=C1)C(=O)OCC1=CC=C(C=C1)[N+](=O)[O-] ((2S,4S)-2-mesyloxymethyl-N-(p-nitrobenzyloxycarbonyl)-4-tritylthiopyrrolidine), C1(=CC=CC=C1)S (thiophenol), C1CCC2=NCCCN2CC1 (1,8-diazabicyclo[5.4.0]-7-undecene). Conditions: time 15 minute. The reactants are [H][H] (hydrogen), O=C1SC(C(N1)=O)CC1=CC=C(OCC(=O)N(C)C2=C(C=CC(=C2)OC)[N+](=O)[O-])C=C1 (2-{4-[(2,4-dioxo-1,3-thiazolidin-5-yl)methyl]phenoxy}-N-(5-methoxy-2-nitrophenyl)-N-methylacetamide), CO (methanol), Cl (hydrochloric acid). The reagents and catalysts are [C].[Pd] (palladium-carbon). Run in CC(=O)N(C)C (dimethylacetamide). Run at temperature 50 celsius, time 3.5 hour. Yields the product Cl.COC=1C=CC2=C(N(C(=N2)COC2=CC=C(CC3C(NC(S3)=O)=O)C=C2)C)C1 (5-[4-(6-Methoxy-1-methyl-1-H-benzimidazol-2-ylmethoxy)benzyl]thiazolidin-2,4-dione hydrochloride). Yield: 48.0%. As a reaction SMILES: [O:1]=[C:2]1[NH:6][C:5](=[O:7])[CH:4]([CH2:8][C:9]2[CH:31]=[CH:30][C:12]([O:13][CH2:14][C:15]([N:17]([C:19]3[CH:24]=[C:23]([O:25][CH3:26])[CH:22]=[CH:21][C:20]=3[N+:27]([O-])=O)[CH3:18])=O)=[CH:11][CH:10]=2)[S:3]1.CO.[ClH:34].[H][H]>[C].[Pd].CC(N(C)C)=O>[ClH:34].[CH3:26][O:25][C:23]1[CH:22]=[CH:21][C:20]2[N:27]=[C:15]([CH2:14][O:13][C:12]3[CH:30]=[CH:31][C:9]([CH2:8][CH:4]4[S:3][C:2](=[O:1])[NH:6][C:5]4=[O:7])=[CH:10][CH:11]=3)[N:17]([CH3:18])[C:19]=2[CH:24]=1 |f:4.5,7.8|. Procedure details: To a solution of 2-{4-[(2,4-dioxo-1,3-thiazolidin-5-yl)methyl]phenoxy}-N-(5-methoxy-2-nitrophenyl)-N-methylacetamide (444.7 mg) in a mixed solvent of methanol (20 ml) and dimethylacetamide (5 ml) were added successively concentrated hydrochloric acid (0.344 ml) and a 10% wet palladium-carbon catalyst (244 mg). The atmosphere in the reaction flask was replaced with hydrogen gas (5 kg/cm2), and the resulting mixture was shaken at 50° C. for 3.5 hours. After shaking, the reaction mixture was cooled...